This data is from the Open Reaction Database (ORD), a public repository of structured organic reaction records. The task is: describe an organic reaction: reactants, conditions, products, and yield Reaction SMILES: Cl.[CH3:2][O:3][C:4](=[O:11])[C@@H:5]1[CH2:9][C@@H:8]([OH:10])[CH2:7][NH:6]1.[CH:12]1[C:21]2[C:16](=[CH:17][CH:18]=[CH:19][CH:20]=2)[CH:15]=[CH:14][C:13]=1[S:22](Cl)(=[O:24])=[O:23].O>C1(C)C=CC=CC=1.C1COCC1>[CH3:2][O:3][C:4]([C@@H:5]1[CH2:9][C@@H:8]([OH:10])[CH2:7][N:6]1[S:22]([C:13]1[CH:14]=[CH:15][C:16]2[C:21](=[CH:20][CH:19]=[CH:18][CH:17]=2)[CH:12]=1)(=[O:24])=[O:23])=[O:11] |f:0.1|. Reaction conditions: time 16 hour. Yield: 81.9%. The product is COC(=O)[C@H]1N(C[C@@H](C1)O)S(=O)(=O)C1=CC2=CC=CC=C2C=C1 ((2S,4R)-4-hydroxy-1-(naphthalene-2-sulfonyl)-pyrrolidine-2-carboxylic acid methyl ester). Starting materials: Cl.COC([C@H]1NC[C@@H](C1)O)=O (L-hydroxyproline methylester hydrochloride), C1=C(C=CC2=CC=CC=C12)S(=O)(=O)Cl (2-naphthalene-sulphonyl chloride), O (H2O). Procedure details: 40 g (220 mmol) of L-hydroxyproline methylester hydrochloride (twice suspended in toluene and evaporated under reduced pressure to remove water) was suspended in 600 ml hexamethyldisilazane and refluxed for 2 h. The solution was evaporated under reduced pressure and dissolved in 100 ml THF. 49.9 g (220 mmol) of 2-naphthalene-sulphonyl chloride in 200 ml of THF were added slowly and stirred for 16 h at room temperature. 150 ml H2O were added and after 1 h the solvents were evaporated. The residue... The solvent is C1CCOC1 (THF), C1(=CC=CC=C1)C (toluene). Reactants: CC(CCN[C@H]1[C@@H]2[C@]3(CC=CC[C@@H]3CC[C@H]2[C@@H]2CC[C@@H]([C@@]2(C)C1)C(=O)OC)C)C (Methyl 11α-(3-methylbutylamino)-5α-androst-2-ene-17β-carboxylate), BrCC(=O)N (bromoacetamide), Cl(=O)(=O)(=O)O (perchloric acid), S(=O)(=O)([O-])S(=O)[O-].[Na+].[Na+] (sodium metabisulphite), [OH-].[Na+] (sodium hydroxide), [OH-].[Na+] (sodium hydroxide). The solvent is CO (methanol), O (water), O1CCCC1 (tetrahydrofuran), O (water), Cl (hydrochloric acid). Conditions: time 30 minute. Yields the product O1[C@@H]2[C@H]1C[C@@H]1CC[C@H]3[C@@H]4CC[C@@H]([C@@]4(C)C[C@H]([C@@H]3[C@]1(C2)C)NCCC(C)C)C(=O)OC (Methyl 2β,3β-epoxy-11α-(3-methylbutylamino)-5α-androstane-17β-carboxylate). Yield: 44.1%. Reaction SMILES: [CH3:1][CH:2]([CH3:29])[CH2:3][CH2:4][NH:5][C@@H:6]1[CH2:23][C@@:21]2([CH3:22])[C@@H:17]([CH2:18][CH2:19][C@@H:20]2[C:24]([O:26][CH3:27])=[O:25])[C@H:16]2[C@H:7]1[C@:8]1([CH3:28])[C@@H:13]([CH2:14][CH2:15]2)[CH2:12][CH:11]=[CH:10][CH2:9]1.BrCC(N)=[O:33].Cl(O)(=O)(=O)=O.S(S([O-])=O)([O-])(=O)=O.[Na+].[Na+].[OH-].[Na+]>O1CCCC1.O.Cl.CO>[O:33]1[C@@H:11]2[CH2:12][C@H:13]3[C@:8]([CH3:28])([CH2:9][C@H:10]12)[C@@H:7]1[C@H:16]([C@H:17]2[C@@:21]([CH2:23][C@H:6]1[NH:5][CH2:4][CH2:3][CH:2]([CH3:29])[CH3:1])([CH3:22])[C@@H:20]([C:24]([O:26][CH3:27])=[O:25])[CH2:19][CH2:18]2)[CH2:15][CH2:14]3 |f:3.4.5,6.7|. Procedure: Methyl 11α-(3-methylbutylamino)-5α-androst-2-ene-17β-carboxylate (403 mg) in tetrahydrofuran (15 ml), water (7 ml) and 2M hydrochloric acid (0.5 ml) was treated with N bromoacetamide (193 mg) and 60% perchloric acid (0.15 ml) and stirred for 30 min. 5% sodium metabisulphite (30 ml) was added and the resulting solution diluted with water and brought to pH 11 with 2M sodium hydroxide solution. This was extracted with ether and the ether extracts were washed with water, dried and evaporated to give...